Dataset: the Open Reaction Database (ORD), a public repository of structured organic reaction records. Task: describe an organic reaction: reactants, conditions, products, and yield The reactants are CCCCO, O, O=[PH](O)C(O)CCl, c1ccccc1. Product: CCCCO[PH](=O)C(O)CCl. RXN SMILES: [CH2:8]([CH2:9][CH2:10][CH3:11])[OH:12].[OH2:13].[OH:1][CH:2]([CH2:3][Cl:4])[PH:5]([OH:6])=[O:7].[cH:14]1[cH:15][cH:16][cH:17][cH:18][cH:19]1>>[OH:1][CH:2]([CH2:3][Cl:4])[PH:5](=[O:6])[O:7][CH2:8][CH2:9][CH2:10][CH3:11].